Dataset: the Open Reaction Database (ORD), a public repository of structured organic reaction records. Task: describe an organic reaction: reactants, conditions, products, and yield Reactants: BrCC1CCC1, [Cl-], CCOC(=O)Cc1cc(Cl)c(OCC(F)(F)F)c(-c2ccc(C(F)(F)F)cc2)c1, [H-], [NH4+], [Na+], CN(C)C=O. The product is CCOC(=O)C(CC1CCC1)c1cc(Cl)c(OCC(F)(F)F)c(-c2ccc(C(F)(F)F)cc2)c1. RXN SMILES: [CH:32]1([CH2:36][Br:37])[CH2:33][CH2:34][CH2:35]1.[Cl-:38].[Cl:1][c:2]1[cH:3][c:4]([CH2:24][C:25](=[O:26])[O:27][CH2:28][CH3:29])[cH:5][c:6](-[c:14]2[cH:15][cH:16][c:17]([C:20]([F:21])([F:22])[F:23])[cH:18][cH:19]2)[c:7]1[O:8][CH2:9][C:10]([F:11])([F:12])[F:13].[H-:31].[NH4+:39].[Na+:30].[O:40]=[CH:41][N:42]([CH3:43])[CH3:44]>>[Cl:1][c:2]1[cH:3][c:4]([CH:24]([C:25](=[O:26])[O:27][CH2:28][CH3:29])[CH2:36][CH:32]2[CH2:33][CH2:34][CH2:35]2)[cH:5][c:6](-[c:14]2[cH:15][cH:16][c:17]([C:20]([F:21])([F:22])[F:23])[cH:18][cH:19]2)[c:7]1[O:8][CH2:9][C:10]([F:11])([F:12])[F:13]. The reactants are C(C)OC([C@@H](CN(NC(=O)C1=CC(=NO1)O)CC1=CC=C(C=C1)C1=CC(=CC=C1)Cl)O)=O ((R)-3-[N-(3′-Chlorobiphenyl-4-ylmethyl)-N′-(3-hydroxy-isoxazole-5-carbonyl)-hydrazino]-2-hydroxy-propionic acid ethyl ester), C(C(C)C)O (isobutyl alcohol), Cl (HCl), O1CCOCC1 (dioxane). Run at time 6 hour. The product is C(C(C)C)OC([C@@H](CN(NC(=O)C1=CC(=NO1)O)CC1=CC=C(C=C1)C1=CC(=CC=C1)Cl)O)=O ((R)-3-[N-(3′-Chlorobiphenyl-4-ylmethyl)-N′-(3-hydroxyisoxazole-5-carbonyl)-hydrazino]-2-hydroxypropionic Acid Isobutyl Ester). The yield is 58.9%. Reaction SMILES: C([O:3][C:4](=O)[C@H:5]([OH:31])[CH2:6][N:7]([CH2:17][C:18]1[CH:23]=[CH:22][C:21]([C:24]2[CH:29]=[CH:28][CH:27]=[C:26]([Cl:30])[CH:25]=2)=[CH:20][CH:19]=1)[NH:8][C:9]([C:11]1[O:15][N:14]=[C:13]([OH:16])[CH:12]=1)=[O:10])C.[CH2:33]([OH:37])[CH:34]([CH3:36])[CH3:35].Cl.O1CCOCC1>>[CH2:33]([O:37][C:4](=[O:3])[C@H:5]([OH:31])[CH2:6][N:7]([CH2:17][C:18]1[CH:19]=[CH:20][C:21]([C:24]2[CH:29]=[CH:28][CH:27]=[C:26]([Cl:30])[CH:25]=2)=[CH:22][CH:23]=1)[NH:8][C:9]([C:11]1[O:15][N:14]=[C:13]([OH:16])[CH:12]=1)=[O:10])[CH:34]([CH3:36])[CH3:35]. Procedure details: (R)-3-[N-(3′-Chlorobiphenyl-4-ylmethyl)-N′-(3-hydroxy-isoxazole-5-carbonyl)-hydrazino]-2-hydroxy-propionic acid ethyl ester (1.5 g, 3.3 mmol) was dissolved in isobutyl alcohol (20 mL, 200 mmol) and 4 M HCl in dioxane (10 mL, 40 mmol) was added. The mixture was stirred at room temperature for 6 hours. The mixture was concentrated, dissolved in water/MeCNe/MeOH, and purified (Interchim C18 reverse phase chromatography column, 25-75% MeCN in water for 22 minutes). The clean fractions were combined ... Starting materials: Cl.C1(=CC=CC=C1)C(N)=N (benzenecarboximidamide hydrochloride), O.NN (hydrazine hydrate), C1(CCCC1)C(=O)NC(C(C(=O)OCC)=O)CC (ethyl 3-[(cyclopentylcarbonyl)amino]-2-oxopentanoate). Run in C(C)O (ethanol), C(C)O (ethanol). Run at time 1 hour. The product is O=C1NC(=NN=C1C(CC)NC(=O)C1CCCC1)C1=CC=CC=C1 (N-[1-(5-Oxo-3-phenyl-4,5-dihydro-1,2,4-triazin-6-yl)propyl]cyclopentanecarboxamide). As a reaction SMILES: Cl.[C:2]1([C:8](=[NH:10])[NH2:9])[CH:7]=[CH:6][CH:5]=[CH:4][CH:3]=1.O.[NH2:12]N.[CH:14]1([C:19]([NH:21][CH:22]([CH2:30][CH3:31])[C:23](=O)[C:24](OCC)=[O:25])=[O:20])[CH2:18][CH2:17][CH2:16][CH2:15]1>C(O)C>[O:25]=[C:24]1[C:23]([CH:22]([NH:21][C:19]([CH:14]2[CH2:18][CH2:17][CH2:16][CH2:15]2)=[O:20])[CH2:30][CH3:31])=[N:12][N:9]=[C:8]([C:2]2[CH:7]=[CH:6][CH:5]=[CH:4][CH:3]=2)[NH:10]1 |f:0.1,2.3|. Procedure: 3.5 g (22.3 mmol, 1 equiv.) benzenecarboximidamide hydrochloride are suspended in 10 ml of ethanol and 1.37 g (26.8 mmol, 1.2 equiv.) hydrazine hydrate are added. After stirring at room temperature for 1 hour, 6.28 g (24.6 mmol, 1.1 equiv) of ethyl 3-[(cyclopentylcarbonyl)amino]-2-oxopentanoate (Example 99A), dissolved in 40 ml of ethanol, are added. The reaction mixture is stirred at 70° C. (bath temperature) for 4 hours. The mixture is evaporated to dryness in vacuo and the product is purified... The reactants are ClC=1C=CC(=C(CNC(=O)[C@H]2N(CC2)C(=O)OC(C)(C)C)C1)N1N=NN=C1 (tert-butyl (2S)-2-({[5-chloro-2-(1H-tetraazol-1-yl)benzyl]amino}carbonyl)azetidine-1-carboxylate), CCOC(=O)C (EtOAc), Cl (HCl). The product is [Cl-].[Cl-].[NH2+]1[C@@H](CC1)C(=O)NCC1=C(C=CC(=C1)Cl)N1N=N[NH+]=C1 (4-[2-({[(2S)-azetidinium-2-ylcarbonyl]amino}methyl)-4-chlorophenyl]-4H-tetraazol-1-ium dichloride). Reaction SMILES: [Cl:1][C:2]1[CH:3]=[CH:4][C:5]([N:23]2[CH:27]=[N:26][N:25]=[N:24]2)=[C:6]([CH:22]=1)[CH2:7][NH:8][C:9]([C@@H:11]1[CH2:14][CH2:13][N:12]1C(OC(C)(C)C)=O)=[O:10].CCOC(C)=O.[ClH:34]>>[Cl-:1].[Cl-:34].[NH2+:12]1[CH2:13][CH2:14][C@H:11]1[C:9]([NH:8][CH2:7][C:6]1[CH:22]=[C:2]([Cl:1])[CH:3]=[CH:4][C:5]=1[N:23]1[CH:27]=[NH+:26][N:25]=[N:24]1)=[O:10] |f:3.4.5|. Procedure: Through a solution of tert-butyl (2S)-2-({[5-chloro-2-(1H-tetraazol-1-yl)benzyl]amino}carbonyl)azetidine-1-carboxylate (467 mg, 1.19 mmol) in EtOAc (24.0 mmol) at 0° C. was bubbled HCl (g) for 10 min. The solvent was removed in vacuo to give the title compound as a yellow solid. LCMS (M+H): 293.0. 1H NMR (CD3OD, 400 MHz): δ 9.57 (s, 1 H), 7.72–7.70 (m, 1 H), 7.64–7.59 (m, 1 H), 7.54–7.52 (m, 1 H), 4.96–4.92 (m, 1 H), 4.34–4.21 (m, 2 H), 4.13–4.06 (m, 1 H), 3.97–3.90 (m, 1 H), 2.81–2.75 (m, 1 H),... The reactants are CCI, CCOC(=O)c1c[nH]c2c(=O)oc3ccccc3c2c1=O. The product is CCOC(=O)c1cn(CC)c2c(=O)oc3ccccc3c2c1=O. RXN SMILES: [CH2:22]([CH3:23])[I:24].[O:1]=[c:2]1[c:3]2[c:4]([nH:5][cH:6][c:7]1[C:8](=[O:9])[O:10][CH2:11][CH3:12])[c:13](=[O:21])[o:14][c:15]1[c:16]2[cH:17][cH:18][cH:19][cH:20]1>>[O:1]=[c:2]1[c:3]2[c:4]([n:5]([CH2:22][CH3:23])[cH:6][c:7]1[C:8](=[O:9])[O:10][CH2:11][CH3:12])[c:13](=[O:21])[o:14][c:15]1[c:16]2[cH:17][cH:18][cH:19][cH:20]1. The reactants are CO (MeOH), [Al+3].[Cl-].[Cl-].[Cl-] (AlCl3), C(C)(=O)Cl (Acetyl chloride), COC1=CC=C2C=CNC2=N1 (6-methoxy-7-azaindole). Solvent: C(Cl)Cl (CH2Cl2). Conditions: time 30 minute. Product: COC1=CC=C2C(=N1)NC=C2C(C)=O (1-(6-methoxy-1H-pyrrolo[2,3-b]pyridin-3-yl)-ethanone). As a reaction SMILES: [Al+3].[Cl-].[Cl-].[Cl-].[CH3:5][O:6][C:7]1[N:15]=[C:14]2[C:10]([CH:11]=[CH:12][NH:13]2)=[CH:9][CH:8]=1.[C:16](Cl)(=[O:18])[CH3:17].CO>C(Cl)Cl>[CH3:5][O:6][C:7]1[N:15]=[C:14]2[NH:13][CH:12]=[C:11]([C:16](=[O:18])[CH3:17])[C:10]2=[CH:9][CH:8]=1 |f:0.1.2.3|. Procedure details: To a suspension of AlCl3 (1.37 g, 10.3 mmol) in CH2Cl2 (40 mL) was added 6-methoxy-7-azaindole (315 mg, 2.07 mmol) and the mixture was stirred at RT for 30 min under nitrogen. Acetyl chloride (736 μL, 10.3 mmol) was added dropwise and the resulting mixture stirred at RT overnight. MeOH (8 mL) was added cautiously to quench the reaction and the solvents were removed under vacuum. The residue was purified by flash column chromatography on silica gel (CH2Cl2 to CH2Cl2/MeOH 93-7) and by preparative ...